Dataset: the Open Reaction Database (ORD), a public repository of structured organic reaction records. Task: describe an organic reaction: reactants, conditions, products, and yield Reactants: 11.5, [H-].[Al+3].[Li+].[H-].[H-].[H-] (lithium aluminum hydride), ClC1=CC2=C(SC(=C2CC(=O)OCC)C2=CC=CC=C2)C=C1 (ethyl 5-chloro-2-phenylbenzo[b]thiophene-3-acetate). The solvent is C(C)OCC (ethyl ether), C(C)OCC (ethyl ether). Reaction conditions: temperature 0 celsius, time 2 hour. The product is ClC1=CC2=C(SC(=C2CCO)C2=CC=CC=C2)C=C1 (5-chloro-2-phenylbenzo[b]thiophene-3-ethanol). As a reaction SMILES: [H-].[Al+3].[Li+].[H-].[H-].[H-].[Cl:7][C:8]1[CH:28]=[CH:27][C:11]2[S:12][C:13]([C:21]3[CH:26]=[CH:25][CH:24]=[CH:23][CH:22]=3)=[C:14]([CH2:15][C:16](OCC)=[O:17])[C:10]=2[CH:9]=1>C(OCC)C>[Cl:7][C:8]1[CH:28]=[CH:27][C:11]2[S:12][C:13]([C:21]3[CH:26]=[CH:25][CH:24]=[CH:23][CH:22]=3)=[C:14]([CH2:15][CH2:16][OH:17])[C:10]=2[CH:9]=1 |f:0.1.2.3.4.5|. Reported procedure: To a suspension of 11.5 parts by weight of lithium aluminum hydride in 100 parts by volume of refluxing ethyl ether under a nitrogen atmosphere is added over a 0.25 hour addition period 25.0 parts by weight of ethyl 5-chloro-2-phenylbenzo[b]thiophene-3-acetate in 100 parts by volume of ethyl ether. The resulting mixture is heated at reflux temperature for 48 hours before cooling to 0° C. and quenching with cautious sequential addition of 11.5 parts by volume of water, 11.5 parts by volume of 15%... The reactants are C(C1=CC=CC=C1)(C1=CC=CC=C1)(C1=CC=CC=C1)NC=1SC=C(N1)C(C(=O)[O-])=NOC(C1=CC=CC=C1)(C1=CC=CC=C1)C1=CC=CC=C1.[Na+] (sodium 2-(2-tritylaminothiazol-4-yl)-2-trityloxyiminoacetate), N1=CC=CC=C1 (Pyridine), N[C@H]1[C@@H]2N(C(=C(CS2)SCC=2C(OCC2)=O)C(=O)OC(C2=CC=CC=C2)C2=CC=CC=C2)C1=O (diphenylmethyl 7β-amino-3-(2,5-dihydro-2-oxofuran-3-ylmethylthio)ceph-3-em-4-carboxylate), CS(=O)(=O)Cl (Methanesulphonyl chloride). Solvent: CN(C=O)C (dimethylformamide), CN(C=O)C (dimethylformamide). Reaction conditions: temperature -50 celsius, time 30 minute. Yields the product O=C1OCC=C1CSC=1CS[C@H]2N(C1C(=O)OC(C1=CC=CC=C1)C1=CC=CC=C1)C([C@H]2NC(\C(=N/OC(C2=CC=CC=C2)(C2=CC=CC=C2)C2=CC=CC=C2)\C=2N=C(SC2)NC(C2=CC=CC=C2)(C2=CC=CC=C2)C2=CC=CC=C2)=O)=O (Diphenylmethyl 3-(2,5-Dihydro-2-oxofuran-3-ylmethylthio)-7β-[2-(2-tritylaminothiazol-4-yl)-2-(Z)trityloxyiminoacetamido]ceph-3-em-4-carboxylate), foam. As a reaction SMILES: [C:1]([NH:20][C:21]1[S:22][CH:23]=[C:24]([C:26](=[N:30][O:31][C:32]([C:45]2[CH:50]=[CH:49][CH:48]=[CH:47][CH:46]=2)([C:39]2[CH:44]=[CH:43][CH:42]=[CH:41][CH:40]=2)[C:33]2[CH:38]=[CH:37][CH:36]=[CH:35][CH:34]=2)[C:27]([O-])=[O:28])[N:25]=1)([C:14]1[CH:19]=[CH:18][CH:17]=[CH:16][CH:15]=1)([C:8]1[CH:13]=[CH:12][CH:11]=[CH:10][CH:9]=1)[C:2]1[CH:7]=[CH:6][CH:5]=[CH:4][CH:3]=1.[Na+].CS(Cl)(=O)=O.N1C=CC=CC=1.[NH2:63][C@@H:64]1[C:95](=[O:96])[N:66]2[C:67]([C:79]([O:81][CH:82]([C:89]3[CH:94]=[CH:93][CH:92]=[CH:91][CH:90]=3)[C:83]3[CH:88]=[CH:87][CH:86]=[CH:85][CH:84]=3)=[O:80])=[C:68]([S:71][CH2:72][C:73]3[C:74](=[O:78])[O:75][CH2:76][CH:77]=3)[CH2:69][S:70][C@H:65]12>CN(C)C=O>[O:78]=[C:74]1[C:73]([CH2:72][S:71][C:68]2[CH2:69][S:70][C@@H:65]3[C@H:64]([NH:63][C:27](=[O:28])/[C:26](/[C:24]4[N:25]=[C:21]([NH:20][C:1]([C:14]5[CH:19]=[CH:18][CH:17]=[CH:16][CH:15]=5)([C:8]5[CH:9]=[CH:10][CH:11]=[CH:12][CH:13]=5)[C:2]5[CH:3]=[CH:4][CH:5]=[CH:6][CH:7]=5)[S:22][CH:23]=4)=[N:30]\[O:31][C:32]([C:45]4[CH:50]=[CH:49][CH:48]=[CH:47][CH:46]=4)([C:39]4[CH:40]=[CH:41][CH:42]=[CH:43][CH:44]=4)[C:33]4[CH:34]=[CH:35][CH:36]=[CH:37][CH:38]=4)[C:95](=[O:96])[N:66]3[C:67]=2[C:79]([O:81][CH:82]([C:83]2[CH:88]=[CH:87][CH:86]=[CH:85][CH:84]=2)[C:89]2[CH:94]=[CH:93][CH:92]=[CH:91][CH:90]=2)=[O:80])=[CH:77][CH2:76][O:75]1 |f:0.1|. Procedure: A stirred solution of sodium 2-(2-tritylaminothiazol-4-yl)-2-trityloxyiminoacetate (420 mg) in dimethylformamide (5 ml) was cooled to -50° C. whilst under an inert atmosphere. Methanesulphonyl chloride (0.047 ml) was added and the reaction stirred at -50° C. for 30 min. Pyridine (0.049 ml) was added followed by a solution of diphenylmethyl 7β-amino-3-(2,5-dihydro-2-oxofuran-3-ylmethylthio)ceph-3-em-4-carboxylate (300 mg) in dimethylformamide (3 ml) and the reaction was allowed to warm to 0° C. A... Starting materials: C(C=C)C1(C(NC(NC1=O)=O)=O)C(CC(=O)O)C (5-Allyl-5-(β-carboxy-α-methyl-ethyl)-barbituric acid), C1(CCCCC1)N=C=NC1CCCCC1 (dicyclohexyl carbodiimide), C1=CC(=CC=C1[N+](=O)[O-])O (p-nitrophenol). The solvent is CN(C=O)C (DMF), CN(C=O)C (DMF), CN(C=O)C (dimethyl formamide). Conditions: time 8 hour. Product: N1C(=O)NC(=O)CC1=O (barbituric acid). Reaction SMILES: C([C:4]1(C(C)CC(O)=O)[C:9](=[O:10])[NH:8][C:7](=[O:11])[NH:6][C:5]1=[O:12])C=C.C1(N=C=NC2CCCCC2)CCCCC1.C1C([N+]([O-])=O)=CC=C(O)C=1>CN(C)C=O>[NH:6]1[C:5](=[O:12])[CH2:4][C:9](=[O:10])[NH:8][C:7]1=[O:11]. Procedure: 5-Allyl-5-(β-carboxy-α-methyl-ethyl)-barbituric acid (10 mg.) was dissolved in 0.5 ml. dimethyl formamide (DMF) and was treated first with a solution of 5 mg. dicyclohexyl carbodiimide (DCC) in 0.5 ml. DMF and then with a solution of 12 mg. p-nitrophenol in 0.5 ml. DMF at 4° C. After standing overnight at this temperature, the mixture was evaporated to dryness and then dissolved in 1.5 ml. of a 1:1 mixture of glycerine-water. Bovine serum albumin (20 mg.) was added and the mixture was allowed to... Starting materials: CC(C)(C)OC(=O)N1CCCC1C(=O)O, CCOCC, O=C(Cl)C(=O)Cl, N#Cc1ccc(N)cc1, c1ccncc1. Yields the product CC(C)(C)OC(=O)N1CCCC1C(=O)Nc1ccc(C#N)cc1. As a reaction SMILES: [C:1]([CH3:2])([CH3:3])([CH3:4])[O:5][C:6](=[O:7])[N:8]1[CH:9]([C:13](=[O:14])[OH:15])[CH2:10][CH2:11][CH2:12]1.[CH3:37][CH2:38][O:39][CH2:40][CH3:41].[Cl:22][C:23]([C:24]([Cl:25])=[O:26])=[O:27].[NH2:28][c:29]1[cH:30][cH:31][c:32]([C:33]#[N:34])[cH:35][cH:36]1.[cH:16]1[cH:17][cH:18][n:19][cH:20][cH:21]1>>[C:1]([CH3:2])([CH3:3])([CH3:4])[O:5][C:6](=[O:7])[N:8]1[CH:9]([C:13](=[O:15])[NH:28][c:29]2[cH:30][cH:31][c:32]([C:33]#[N:34])[cH:35][cH:36]2)[CH2:10][CH2:11][CH2:12]1. Reactants: FC1=CC(=C(C=C1)C(C1C=2N(CCCC1)C(C=C(N2)C2=NC=NC=C2)=O)O)OC ((+/−)-10-[(4-fluoro-2-methoxy-phenyl)-hydroxy-methyl]-2-pyrimidin-4-yl-7,8,9,10-tetrahydro-6H-pyrimido[1,2-α]azepin-4-one), C(C)N(CC)S(F)(F)F (diethylaminosulfur trifluoride). Run in ClCCl (dichloromethane), ClCCl (dichloromethane). Reaction conditions: time 2 hour. The product is FC(C1C=2N(CCCC1)C(C=C(N2)C2=NC=NC=C2)=O)C2=C(C=C(C=C2)F)OC ((+/−)-10-[Fluoro-(4-fluoro-2-methoxy-phenyl)-methyl]-2-pyrimidin-4-yl-7,8,9,10-tetrahydro-6H-pyrimido[1,2-α]azepin-4-one). The yield is 24.8%. Reaction SMILES: [F:1][C:2]1[CH:7]=[CH:6][C:5]([CH:8](O)[CH:9]2[CH2:15][CH2:14][CH2:13][CH2:12][N:11]3[C:16](=[O:26])[CH:17]=[C:18]([C:20]4[CH:25]=[CH:24][N:23]=[CH:22][N:21]=4)[N:19]=[C:10]23)=[C:4]([O:28][CH3:29])[CH:3]=1.C(N(S(F)(F)[F:36])CC)C>ClCCl>[F:36][CH:8]([C:5]1[CH:6]=[CH:7][C:2]([F:1])=[CH:3][C:4]=1[O:28][CH3:29])[CH:9]1[CH2:15][CH2:14][CH2:13][CH2:12][N:11]2[C:16](=[O:26])[CH:17]=[C:18]([C:20]3[CH:25]=[CH:24][N:23]=[CH:22][N:21]=3)[N:19]=[C:10]12. Reported procedure: To a solution of 0.290 g (0.73 mmol) of (+/−)-10-[(4-fluoro-2-methoxy-phenyl)-hydroxy-methyl]-2-pyrimidin-4-yl-7,8,9,10-tetrahydro-6H-pyrimido[1,2-α]azepin-4-one (example 4) in dichloromethane (14 mL) under argon at −78° C. was added 0.294 g of diethylaminosulfur trifluoride (1.83 mmol) diluted in 5 ml of dichloromethane. The reaction was allowed to increase to room temperature. The reaction was stirred at room temperature for 2 h; the mixture was quenched at 0° C. with the addition of methanol ... Reactants: Cn1c(-c2cccc(OC(F)(F)F)c2)nc(I)c1C(=O)N1CCC(N2CCCC2CO)CC1, OB(O)c1cncnc1. Yields the product Cn1c(-c2cccc(OC(F)(F)F)c2)nc(-c2cncnc2)c1C(=O)N1CCC(N2CCCC2CO)CC1. RXN SMILES: [OH:1][CH2:2][CH:3]1[N:4]([CH:8]2[CH2:9][CH2:10][N:11]([C:14](=[O:15])[c:16]3[n:17]([CH3:33])[c:18](-[c:22]4[cH:23][c:24]([O:28][C:29]([F:30])([F:31])[F:32])[cH:25][cH:26][cH:27]4)[n:19][c:20]3[I:21])[CH2:12][CH2:13]2)[CH2:5][CH2:6][CH2:7]1.[n:34]1[cH:35][n:36][cH:37][c:38]([B:40]([OH:41])[OH:42])[cH:39]1>>[OH:1][CH2:2][CH:3]1[N:4]([CH:8]2[CH2:9][CH2:10][N:11]([C:14](=[O:15])[c:16]3[n:17]([CH3:33])[c:18](-[c:22]4[cH:23][c:24]([O:28][C:29]([F:30])([F:31])[F:32])[cH:25][cH:26][cH:27]4)[n:19][c:20]3-[c:38]3[cH:37][n:36][cH:35][n:34][cH:39]3)[CH2:12][CH2:13]2)[CH2:5][CH2:6][CH2:7]1. Reactants: ClC1=CC=C(C=2N3C(=NC21)N(CCC3)C=3C(=NC(=CC3)OC)C)C(CC)O (1-[9-chloro-1-(6-methoxy-2-methylpyridin-3-yl)-1,2,3,4-tetrahydropyrimido[1,2-a]benzimidazol-6-yl]propan-1-ol), N(=NC(=O)N1CCCCC1)C(=O)N1CCCCC1 (1,1′-(azodicarbonyl)dipiperidine), C(CCC)P(CCCC)CCCC (tributylphosphine), FC(CO)(F)F (2,2,2-trifluoroethanol). Run in O1CCCC1 (tetrahydrofuran). Run at temperature 60 celsius, time 10 minute. The product is ClC1=CC=C(C=2N3C(=NC21)N(CCC3)C=3C(=NC(=CC3)OC)C)C(CC)OCC(F)(F)F (9-Chloro-1-(6-methoxy-2-methylpyridin-3-yl)-6-[1-(2,2,2-trifluoroethoxy)propyl]-1,2,3,4-tetrahydropyrimido[1,2-a]benzimidazole). Yield: 38.7%. Reaction SMILES: [Cl:1][C:2]1[C:10]2[N:9]=[C:8]3[N:11]([C:15]4[C:16]([CH3:23])=[N:17][C:18]([O:21][CH3:22])=[CH:19][CH:20]=4)[CH2:12][CH2:13][CH2:14][N:7]3[C:6]=2[C:5]([CH:24]([OH:27])[CH2:25][CH3:26])=[CH:4][CH:3]=1.N(C(N1CCCCC1)=O)=NC(N1CCCCC1)=O.C(P(CCCC)CCCC)CCC.[F:59][C:60]([F:64])([F:63])[CH2:61]O>O1CCCC1>[Cl:1][C:2]1[C:10]2[N:9]=[C:8]3[N:11]([C:15]4[C:16]([CH3:23])=[N:17][C:18]([O:21][CH3:22])=[CH:19][CH:20]=4)[CH2:12][CH2:13][CH2:14][N:7]3[C:6]=2[C:5]([CH:24]([O:27][CH2:61][C:60]([F:64])([F:63])[F:59])[CH2:25][CH3:26])=[CH:4][CH:3]=1. Procedure details: To a solution of 1-[9-chloro-1-(6-methoxy-2-methylpyridin-3-yl)-1,2,3,4-tetrahydropyrimido[1,2-a]benzimidazol-6-yl]propan-1-ol (120.0 mg, 0.310 mmol) in tetrahydrofuran (3.0 mL) was added 1,1′-(azodicarbonyl)dipiperidine (156.4 mg, 0.620 mmol) and tributylphosphine (154.5 μL, 0.620 mmol). After 10 min, to the mixture was added 2,2,2-trifluoroethanol (225.9 μL, 3.100 mmol). The reaction mixture was stirred at 60° C. for 5 hrs. The mixture was concentrated. To the residue was added diethyl ether a...